From a dataset of the Open Reaction Database (ORD), a public repository of structured organic reaction records. describe an organic reaction: reactants, conditions, products, and yield Starting materials: FC1=C(C(=C(C(=C1OC(=O)C=1C=C2C(C(NC2=CC1)=O)=NNC1=CC=C(C=C1)S(N)(=O)=O)F)F)F)F (2-oxo-3[(4-sulfamoyl-phenyl)-hydrazono]-2,3-dihydro-1H-indole-5-carboxylic acid pentafluorophenyl ester), N1=CC(=CC=C1)CN ((3-pyridyl)methylamine). The product is N1=CC(=CC=C1)CNC(=O)C=1C=C2C(C(NC2=CC1)=O)=NNC1=CC=C(C=C1)S(N)(=O)=O (2-Oxo-3-[(4-sulfamoyl-phenyl)-hydrazono]-2,3-dihydro-1H-indole-5-carboxylic acid (pyridin-3-ylmethyl)-amide). RXN SMILES: FC1C(O[C:9]([C:11]2[CH:12]=[C:13]3[C:17](=[CH:18][CH:19]=2)[NH:16][C:15](=[O:20])[C:14]3=[N:21][NH:22][C:23]2[CH:28]=[CH:27][C:26]([S:29](=[O:32])(=[O:31])[NH2:30])=[CH:25][CH:24]=2)=[O:10])=C(F)C(F)=C(F)C=1F.[N:37]1[CH:42]=[CH:41][CH:40]=[C:39]([CH2:43][NH2:44])[CH:38]=1>>[N:37]1[CH:42]=[CH:41][CH:40]=[C:39]([CH2:43][NH:44][C:9]([C:11]2[CH:12]=[C:13]3[C:17](=[CH:18][CH:19]=2)[NH:16][C:15](=[O:20])[C:14]3=[N:21][NH:22][C:23]2[CH:24]=[CH:25][C:26]([S:29](=[O:32])(=[O:31])[NH2:30])=[CH:27][CH:28]=2)=[O:10])[CH:38]=1. Procedure details: The title compound was prepared from 2-oxo-3[(4-sulfamoyl-phenyl)-hydrazono]-2,3-dihydro-1H-indole-5-carboxylic acid pentafluorophenyl ester and (3-pyridyl)methylamine according to Procedure K: mp 211-215° C.; Anal. Calcd for C21H18N6O4S.H2O: C, 53.84; H, 4.30; N, 17.94. Found: C, 54.29; H, 4.03; N, 17.82. Starting materials: Cc1ccccc1, ClCCl, ClCCl, CSc1ccc(OC(F)(F)C(=O)c2ccc(F)cc2)cc1. Yields the product CSc1ccc(OC(F)(F)C(O)c2ccc(F)cc2)cc1. Reaction SMILES: [CH3:25][c:26]1[cH:27][cH:28][cH:29][cH:30][cH:31]1.[Cl:22][CH2:23][Cl:24].[Cl:32][CH2:33][Cl:34].[F:1][C:2]([C:3](=[O:4])[c:5]1[cH:6][cH:7][c:8]([F:11])[cH:9][cH:10]1)([O:12][c:13]1[cH:14][cH:15][c:16]([S:19][CH3:20])[cH:17][cH:18]1)[F:21]>>[F:1][C:2]([CH:3]([OH:4])[c:5]1[cH:6][cH:7][c:8]([F:11])[cH:9][cH:10]1)([O:12][c:13]1[cH:14][cH:15][c:16]([S:19][CH3:20])[cH:17][cH:18]1)[F:21]. Starting materials: C[Si](C)(C)CCOCn1c(C2CC2)nc(Br)c1-c1ccnc(NCCC#N)n1, O=C([O-])[O-], COCCOC, CC1(C)OB(c2cc(Cl)cc(N)c2F)OC1(C)C, [Na+], [Na+], c1ccc(P(c2ccccc2)(c2ccccc2)[Pd](P(c2ccccc2)(c2ccccc2)c2ccccc2)(P(c2ccccc2)(c2ccccc2)c2ccccc2)P(c2ccccc2)(c2ccccc2)c2ccccc2)cc1. Product: C[Si](C)(C)CCOCn1c(C2CC2)nc(-c2cc(Cl)cc(N)c2F)c1-c1ccnc(NCCC#N)n1. As a reaction SMILES: [Br:1][c:2]1[n:3][c:4]([CH:26]2[CH2:27][CH2:28]2)[n:5]([CH2:18][O:19][CH2:20][CH2:21][Si:22]([CH3:23])([CH3:24])[CH3:25])[c:6]1-[c:7]1[n:8][c:9]([NH:13][CH2:14][CH2:15][C:16]#[N:17])[n:10][cH:11][cH:12]1.[C:47](=[O:48])([O-:49])[O-:50].[CH3:130][O:131][CH2:132][CH2:133][O:134][CH3:135].[Cl:29][c:30]1[cH:31][c:32]([B:38]2[O:39][C:40]([CH3:41])([CH3:42])[C:43]([CH3:44])([CH3:45])[O:46]2)[c:33]([F:37])[c:34]([NH2:35])[cH:36]1.[Na+:51].[Na+:52].[cH:53]1[cH:54][cH:55][c:56]([P:57]([Pd:58]([P:59]([c:60]2[cH:61][cH:62][cH:63][cH:64][cH:65]2)([c:66]2[cH:67][cH:68][cH:69][cH:70][cH:71]2)[c:72]2[cH:73][cH:74][cH:75][cH:76][cH:77]2)([P:78]([c:79]2[cH:80][cH:81][cH:82][cH:83][cH:84]2)([c:85]2[cH:86][cH:87][cH:88][cH:89][cH:90]2)[c:91]2[cH:92][cH:93][cH:94][cH:95][cH:96]2)[P:97]([c:98]2[cH:99][cH:100][cH:101][cH:102][cH:103]2)([c:104]2[cH:105][cH:106][cH:107][cH:108][cH:109]2)[c:110]2[cH:111][cH:112][cH:113][cH:114][cH:115]2)([c:116]2[cH:117][cH:118][cH:119][cH:120][cH:121]2)[c:122]2[cH:123][cH:124][cH:125][cH:126][cH:127]2)[cH:128][cH:129]1>>[c:2]1(-[c:32]2[cH:31][c:30]([Cl:29])[cH:36][c:34]([NH2:35])[c:33]2[F:37])[n:3][c:4]([CH:26]2[CH2:27][CH2:28]2)[n:5]([CH2:18][O:19][CH2:20][CH2:21][Si:22]([CH3:23])([CH3:24])[CH3:25])[c:6]1-[c:7]1[n:8][c:9]([NH:13][CH2:14][CH2:15][C:16]#[N:17])[n:10][cH:11][cH:12]1. Starting materials: COC=1C=C2C=CNC2=CC1 (5-methoxy-1H-indole), N1CCC(CC1)(O)O (4,4-piperidinediol). The product is COC=1C=C2C(=CNC2=CC1)C=1CCNCC1 (5-methoxy-3-(1,2,3,6-tetrahydro-4-pyridinyl)-1H-indole). RXN SMILES: [CH3:1][O:2][C:3]1[CH:4]=[C:5]2[C:9](=[CH:10][CH:11]=1)[NH:8][CH:7]=[CH:6]2.[NH:12]1[CH2:17][CH2:16][C:15](O)(O)[CH2:14][CH2:13]1>>[CH3:1][O:2][C:3]1[CH:4]=[C:5]2[C:9](=[CH:10][CH:11]=1)[NH:8][CH:7]=[C:6]2[C:15]1[CH2:16][CH2:17][NH:12][CH2:13][CH:14]=1. Procedure: The experimental protocol used is described in the literature (Eur. J. Med. Chem. (1987) 22, 33-43), starting from 5-methoxy-1H-indole and 4,4-piperidinediol. Reactants: CC(C)C[Al+]CC(C)C, C1CCOC1, COC(=O)c1nn(C)cc1[N+](=O)[O-], Cc1ccccc1, [H-], O=C(O)CC(O)(CC(=O)O)C(=O)O. Product: Cn1cc([N+](=O)[O-])c(CO)n1. RXN SMILES: [CH2:2]([Al+:3][CH2:4][CH:5]([CH3:6])[CH3:7])[CH:8]([CH3:9])[CH3:10].[CH2:44]1[O:45][CH2:46][CH2:47][CH2:48]1.[CH3:11][n:12]1[n:13][c:14]([C:20](=[O:21])[O:22][CH3:23])[c:15]([N+:17](=[O:18])[O-:19])[cH:16]1.[CH3:37][c:38]1[cH:39][cH:40][cH:41][cH:42][cH:43]1.[H-:1].[OH:24][C:25]([CH2:26][C:27]([C:28](=[O:29])[OH:30])([CH2:31][C:32](=[O:33])[OH:34])[OH:35])=[O:36]>>[CH3:11][n:12]1[n:13][c:14]([CH2:20][OH:21])[c:15]([N+:17](=[O:18])[O-:19])[cH:16]1. Starting materials: CC=1C=CC(=C(OCC2CCN(CC2)CCCN2C(C3=CC=CC=C3C2=O)=O)C1)C(C)C (2-[3-[4-[[5-methyl-2-(1-methylethyl)phenoxy]methyl]piperid-1-yl]propyl]-1H-isoindole-1,3 (2H)-dione), O.NN (hydrazine hydrate). The solvent is C(C)O (ethanol). Yields the product CC=1C=CC(=C(OCC2CCN(CC2)CCCN)C1)C(C)C (4-[[5-Methyl-2-(1-methylethyl)phenoxy]methyl]piperidine-1-propylamine). Reaction SMILES: [CH3:1][C:2]1[CH:3]=[CH:4][C:5]([CH:30]([CH3:32])[CH3:31])=[C:6]([CH:29]=1)[O:7][CH2:8][CH:9]1[CH2:14][CH2:13][N:12]([CH2:15][CH2:16][CH2:17][N:18]2C(=O)C3C(=CC=CC=3)C2=O)[CH2:11][CH2:10]1.O.NN>C(O)C>[CH3:1][C:2]1[CH:3]=[CH:4][C:5]([CH:30]([CH3:32])[CH3:31])=[C:6]([CH:29]=1)[O:7][CH2:8][CH:9]1[CH2:14][CH2:13][N:12]([CH2:15][CH2:16][CH2:17][NH2:18])[CH2:11][CH2:10]1 |f:1.2|. Reported procedure: 17.35 g (0.04 mol) of 2-[3-[4-[[5-methyl-2-(1-methylethyl)phenoxy]methyl]piperid-1-yl]propyl]-1H-isoindole-1,3 (2H)-dione are reacted in 340 ml of ethanol with 3.9 ml (0.08 mol) of hydrazine hydrate. The mixture is heated at the reflux temperature for 3 h. The mixture is filtered, the solid being rinsed with a small amount of ethanol, the filtrate is concentrated and taken up in diethyl ether. An insoluble material is again removed by filtration and the filtrate is again concentrated. The insolu... Starting materials: CCOC(=O)C(C)=P(c1ccccc1)(c1ccccc1)c1ccccc1, C1CCOC1, CC1(C=O)SC2CC(=O)N2C1C(=O)OC(c1ccccc1)c1ccccc1. Product: CCOC(=O)C(C)=CC1(C)SC2CC(=O)N2C1C(=O)OC(c1ccccc1)c1ccccc1. Reaction SMILES: [CH2:28]([CH3:29])[O:30][C:31](=[O:32])[C:33]([CH3:34])=[P:35]([c:36]1[cH:37][cH:38][cH:39][cH:40][cH:41]1)([c:42]1[cH:43][cH:44][cH:45][cH:46][cH:47]1)[c:48]1[cH:49][cH:50][cH:51][cH:52][cH:53]1.[CH2:54]1[O:55][CH2:56][CH2:57][CH2:58]1.[CH:1](=[O:2])[C:3]1([CH3:27])[CH:4]([C:11](=[O:12])[O:13][CH:14]([c:15]2[cH:16][cH:17][cH:18][cH:19][cH:20]2)[c:21]2[cH:22][cH:23][cH:24][cH:25][cH:26]2)[N:5]2[C:6](=[O:10])[CH2:7][CH:8]2[S:9]1>>[C:3]1([CH3:27])([CH:54]=[C:33]([C:31]([O:30][CH2:28][CH3:29])=[O:32])[CH3:34])[CH:4]([C:11](=[O:12])[O:13][CH:14]([c:15]2[cH:16][cH:17][cH:18][cH:19][cH:20]2)[c:21]2[cH:22][cH:23][cH:24][cH:25][cH:26]2)[N:5]2[C:6](=[O:10])[CH2:7][CH:8]2[S:9]1. Starting materials: N1C=C(C2=CC=CC=C12)/C=1/C(=O)OC(\C1\C1=CNC2=CC3=C(C=C12)OCO3)=O (2-(1H-indol-3-yl)-3-(5,6-methylenedioxy-1H-indol-3-yl)-maleic acid anhydride), C(C)(=O)[O-].[NH4+] (ammonium acetate). The solvent is O (water). Yields the product N1C=C(C2=CC=CC=C12)C=1C(=O)NC(C1C1=CNC2=CC3=C(C=C12)OCO3)=O (2-(1H-indol-3-yl)-3-(5,6-methylenedioxy-1H-indol-3-yl) -maleinimide). The yield is 51.3%. Reaction SMILES: [NH:1]1[C:9]2[C:4](=[CH:5][CH:6]=[CH:7][CH:8]=2)[C:3]([C:10]2[C:11](O[C:14](=[O:28])[C:15]=2[C:16]2[C:24]3[C:19](=[CH:20][C:21]4OCO[C:22]=4[CH:23]=3)[NH:18][CH:17]=2)=[O:12])=[CH:2]1.[C:29]([O-:32])(=[O:31])C.[NH4+:33]>O>[NH:1]1[C:9]2[C:4](=[CH:5][CH:6]=[CH:7][CH:8]=2)[C:3]([C:10]2[C:11]([NH:33][C:14](=[O:28])[C:15]=2[C:16]2[C:24]3[C:19](=[CH:20][C:21]4[O:32][CH2:29][O:31][C:22]=4[CH:23]=3)[NH:18][CH:17]=2)=[O:12])=[CH:2]1 |f:1.2|. Procedure: 0.8 g (2.1 mmol) 2-(1H-indol-3-yl)-3-(5,6-methylenedioxy-1H-indol-3-yl)-maleic acid anhydride, together with 20 g ammonium acetate, are heated for 1 hour to 140° C. (melt). After cooling, the reaction mixture is mixed with water and the red-brown precipitate obtained is filtered off with suction. For purification, it is chromatographed on silica gel with dichloromethane/ethyl acetate (3:1 v/v) as elution agent. There is obtained 0.40 g (45% of theory) 2-(1H-indol-3-yl)-3-(5,6-methylenedioxy-1H-i...